Dataset: the Open Reaction Database (ORD), a public repository of structured organic reaction records. Task: describe an organic reaction: reactants, conditions, products, and yield Reaction SMILES: [C:16](=[O:17])([O-:18])[O-:19].[CH3:22][O:23][S:24]([O:25][CH3:26])(=[O:27])=[O:28].[CH3:29][C:30](=[O:31])[CH3:32].[K+:20].[K+:21].[OH:1][N:2]=[C:3]([C:4](=[O:5])[O:6][CH2:7][CH3:8])[C:9]1([CH2:10][Cl:11])[O:12][CH2:13][CH2:14][O:15]1>>[O:1]([N:2]=[C:3]([C:4](=[O:5])[O:6][CH2:7][CH3:8])[C:9]1([CH2:10][Cl:11])[O:12][CH2:13][CH2:14][O:15]1)[CH3:16]. Yields the product CCOC(=O)C(=NOC)C1(CCl)OCCO1. Starting materials: O=C([O-])[O-], COS(=O)(=O)OC, CC(C)=O, [K+], [K+], CCOC(=O)C(=NO)C1(CCl)OCCO1. Reactants: COC(=O)C=1C=NN(C1)C1=CC=C(C=C1)[N+](=O)[O-] (1-(4-nitrophenyl)-1H-pyrazol-4-carboxylic acid methyl ester), [NH4+].[Cl-] (NH4Cl), CO (methanol). The reagents and catalysts are [Fe] (Fe). Solvent: O (H2O). Conditions: temperature 100 celsius. The product is COC(=O)C=1C=NN(C1)C1=CC=C(C=C1)N (1-(4-aminophenyl)-1H-pyrazol-4-carboxylic acid methyl ester). The yield is 57.6%. Reaction SMILES: [CH3:1][O:2][C:3]([C:5]1[CH:6]=[N:7][N:8]([C:10]2[CH:15]=[CH:14][C:13]([N+:16]([O-])=O)=[CH:12][CH:11]=2)[CH:9]=1)=[O:4].[NH4+].[Cl-].CO>[Fe].O>[CH3:1][O:2][C:3]([C:5]1[CH:6]=[N:7][N:8]([C:10]2[CH:15]=[CH:14][C:13]([NH2:16])=[CH:12][CH:11]=2)[CH:9]=1)=[O:4] |f:1.2|. Procedure details: A mixture of 1-(4-nitrophenyl)-1H-pyrazol-4-carboxylic acid methyl ester (19.44 g), Fe powder, NH4Cl, methanol and H2O was heated for 30 minutes at 80° C. for 3 hours at 100° C. The reaction mixture was concentrated by evaporation, added into dichloromethane, and was filtered. The filtrate was extracted with water, dried over magnesium sulfate and concentrated by evaporation to give 1-(4-aminophenyl)-1H-pyrazol-4-carboxylic acid methyl ester (9.84 g). Reactants: CC=1C=CC(=NC1)N(C(=O)C=1OC=CC1)C1CCN(CC1)CCC1(CCCCC1)CCNC(OC(C)(C)C)=O (tert-Butyl [2-[1-[2-[4-[N-(5-methylpyridin-2-yl)-2-furancarboxamido]piperidin-1-yl]ethyl]cyclohexyl]ethyl]carbamate). Run in Cl.O1CCOCC1 (hydrochloric acid 1,4-dioxane), CO (methanol). Conditions: time 2 hour. Product: NCCC1(CCCCC1)CCN1CCC(CC1)N(C(=O)C=1OC=CC1)C1=NC=C(C=C1)C (N-[1-[2-[1-(2-Aminoethyl)cyclohexyl]ethyl]piperidin-4-yl]-N-(5-methylpyridin-2-yl)-2-furancarboxamide). Yield: 129.9%. Reaction SMILES: [CH3:1][C:2]1[CH:3]=[CH:4][C:5]([N:8]([CH:16]2[CH2:21][CH2:20][N:19]([CH2:22][CH2:23][C:24]3([CH2:30][CH2:31][NH:32]C(=O)OC(C)(C)C)[CH2:29][CH2:28][CH2:27][CH2:26][CH2:25]3)[CH2:18][CH2:17]2)[C:9]([C:11]2[O:12][CH:13]=[CH:14][CH:15]=2)=[O:10])=[N:6][CH:7]=1>Cl.O1CCOCC1.CO>[NH2:32][CH2:31][CH2:30][C:24]1([CH2:23][CH2:22][N:19]2[CH2:18][CH2:17][CH:16]([N:8]([C:5]3[CH:4]=[CH:3][C:2]([CH3:1])=[CH:7][N:6]=3)[C:9]([C:11]3[O:12][CH:13]=[CH:14][CH:15]=3)=[O:10])[CH2:21][CH2:20]2)[CH2:29][CH2:28][CH2:27][CH2:26][CH2:25]1 |f:1.2|. Procedure details: tert-Butyl [2-[1-[2-[4-[N-(5-methylpyridin-2-yl)-2-furancarboxamido]piperidin-1-yl]ethyl]cyclohexyl]ethyl]carbamate (0.4760 g) was dissolved in a 4N hydrochloric acid/1,4-dioxane solution (10.0 mL) and methanol (5 mL). The solution was stirred at room temperature for 2 hours. The solvent was distilled off under reduced pressure to give the title compound (0.5036 g). The reactants are ClC1=C2C3=CC(CCC3(CC2=CC(=C1Cl)OCC(=O)O)CC)=O ([(5,6-dichloro-9a-ethyl-3-oxo-1,2,9,9a-tetrahydro-3H-fluoren-7-yl)oxy]-acetic acid), CC1(OCC(O1)CO)C (2,2-dimethyl-4-hydroxymethyl-1,3-dioxolane), O.C1(=CC=C(C=C1)S(=O)(=O)O)C (p-toluenesulfonic acid hydrate). Conditions: time 8 hour. Product: ClC1=C2C3=CC(CCC3(CC2=CC(=C1Cl)OCC(=O)OCC1OC(OC1)(C)C)CC)=O ((2,2-Dimethyl-1,3-dioxolan-4-yl)methyl [(5,6-dichloro-9a-ethyl-3-oxo-1,2,9,9a-tetrahydro-3H-fluoren-7-yl)oxy]acetate). Reaction SMILES: [Cl:1][C:2]1[C:14]([Cl:15])=[C:13]([O:16][CH2:17][C:18]([OH:20])=[O:19])[CH:12]=[C:11]2[C:3]=1[C:4]1[C:9]([CH2:21][CH3:22])([CH2:10]2)[CH2:8][CH2:7][C:6](=[O:23])[CH:5]=1.[CH3:24][C:25]1([CH3:32])[O:29][CH:28]([CH2:30]O)[CH2:27][O:26]1.O.C1(C)C=CC(S(O)(=O)=O)=CC=1>>[Cl:1][C:2]1[C:14]([Cl:15])=[C:13]([O:16][CH2:17][C:18]([O:20][CH2:30][CH:28]2[CH2:27][O:26][C:25]([CH3:32])([CH3:24])[O:29]2)=[O:19])[CH:12]=[C:11]2[C:3]=1[C:4]1[C:9]([CH2:21][CH3:22])([CH2:10]2)[CH2:8][CH2:7][C:6](=[O:23])[CH:5]=1 |f:2.3|. Reported procedure: A mixture of 2 gm. of [(5,6-dichloro-9a-ethyl-3-oxo-1,2,9,9a-tetrahydro-3H-fluoren-7-yl)oxy]-acetic acid, 3 ml. of 2,2-dimethyl-4-hydroxymethyl-1,3-dioxolane and 0.5 g. of p-toluenesulfonic acid hydrate are heated on the steam bath for 3 hours. The dark reaction mixture then is chromatographed on 300 g of silica, and eluted with acetic acid-acetone-toluene (5:5:90). Fractions containing a single component (Rf~0.4) are pooled and concentrated to a yellow oil. On standing overnight, a mixture of c... The reactants are CC(C(CC1=NC(=NC=C1)SC)=O)C (3-methyl-1-(2-methylsulfanyl-pyrimidin-4-yl)-butan-2-one), COC(N(C)C)OC (N,N-dimethylformamide dimethylacetal). Solvent: C1(=CC=CC=C1)C (toluene). Run at temperature 90 celsius. Yields the product crude product, CN(C=C(C(C(C)C)=O)C1=NC(=NC=C1)SC)C (1-dimethylamino-4-methyl-2-(2-methylsulfanyl-pyrimidin-4-yl)-pent-1-en-3-one). Reaction SMILES: [CH3:1][CH:2]([CH3:14])[C:3](=[O:13])[CH2:4][C:5]1[CH:10]=[CH:9][N:8]=[C:7]([S:11][CH3:12])[N:6]=1.CO[CH:17](OC)[N:18]([CH3:20])[CH3:19]>C1(C)C=CC=CC=1>[CH3:17][N:18]([CH3:20])[CH:19]=[C:4]([C:5]1[CH:10]=[CH:9][N:8]=[C:7]([S:11][CH3:12])[N:6]=1)[C:3](=[O:13])[CH:2]([CH3:14])[CH3:1]. Procedure details: To a solution of 3-methyl-1-(2-methylsulfanyl-pyrimidin-4-yl)-butan-2-one (4.3 g, 20.5 mmol) in anhydrous toluene (20 mL) is added N,N-dimethylformamide dimethylacetal (15.0 mL, 112.9 mmol). The reaction is heated at 90° C. for 4 h. The mixture is concentrated in vacuo to give the crude product, 1-dimethylamino-4-methyl-2-(2-methylsulfanyl-pyrimidin-4-yl)-pent-1-en-3-one. The crude product is used as it is. Starting materials: CC(=O)O[BH-](OC(C)=O)OC(C)=O, CC(=O)O, COc1ccc(C=O)c(OC)c1, CCOC(C)=O, Nc1ccc2c(c1)COC2=O, [Na+], CN(C)C=O. Yields the product COc1ccc(CNc2ccc3c(c2)COC3=O)c(OC)c1. RXN SMILES: [C:24]([O:25][BH-:26]([O:27][C:28](=[O:29])[CH3:30])[O:31][C:32](=[O:33])[CH3:34])(=[O:35])[CH3:36].[C:38]([OH:39])(=[O:40])[CH3:41].[CH3:12][O:13][c:14]1[c:15]([CH:16]=[O:17])[cH:18][cH:19][c:20]([O:22][CH3:23])[cH:21]1.[CH3:47][CH2:48][O:49][C:50]([CH3:51])=[O:52].[NH2:1][c:2]1[cH:3][c:4]2[c:9]([cH:10][cH:11]1)[C:7](=[O:8])[O:6][CH2:5]2.[Na+:37].[O:42]=[CH:43][N:44]([CH3:45])[CH3:46]>>[NH:1]([c:2]1[cH:3][c:4]2[c:9]([cH:10][cH:11]1)[C:7](=[O:8])[O:6][CH2:5]2)[CH2:16][c:15]1[c:14]([O:13][CH3:12])[cH:21][c:20]([O:22][CH3:23])[cH:19][cH:18]1.